This data is from the Open Reaction Database (ORD), a public repository of structured organic reaction records. The task is: describe an organic reaction: reactants, conditions, products, and yield Reactants: CN(CCCN)C (N1,N1-dimethyl-propane-1,3-diamine), C(C)OC(=O)C=1C(C2=C(N=C(N=C2)S(=O)(=O)C)N(C1)C=1C=C2CCCC2=CC1)=O (8-indan-5-yl-2-methanesulfonyl-5-oxo-5,8-dihydro-pyrido[2,3-d]pyrimidine-6-carboxylic acid ethyl ester). Yields the product C(C)OC(=O)C=1C(C2=C(N=C(N=C2)NCCCN(C)C)N(C1)C=1C=C2CCCC2=CC1)=O (2-(3-dimethylamino-propylamino)-8-indan-5-yl-5-oxo-5,8-dihydro-pyrido[2,3-d]pyrimidine-6-carboxylic acid ethyl ester). RXN SMILES: [CH3:1][N:2]([CH3:7])[CH2:3][CH2:4][CH2:5][NH2:6].[CH2:8]([O:10][C:11]([C:13]1[C:14](=[O:36])[C:15]2[CH:20]=[N:19][C:18](S(C)(=O)=O)=[N:17][C:16]=2[N:25]([C:27]2[CH:28]=[C:29]3[C:33](=[CH:34][CH:35]=2)[CH2:32][CH2:31][CH2:30]3)[CH:26]=1)=[O:12])[CH3:9]>>[CH2:8]([O:10][C:11]([C:13]1[C:14](=[O:36])[C:15]2[CH:20]=[N:19][C:18]([NH:6][CH2:5][CH2:4][CH2:3][N:2]([CH3:7])[CH3:1])=[N:17][C:16]=2[N:25]([C:27]2[CH:28]=[C:29]3[C:33](=[CH:34][CH:35]=2)[CH2:32][CH2:31][CH2:30]3)[CH:26]=1)=[O:12])[CH3:9]. Procedure details: Using the procedure outlined in Example 1(Step F) the title compound was prepared from N1,N1-dimethyl-propane-1,3-diamine (4.6 μL, 0.036 mmol) and 8-indan-5-yl-2-methanesulfonyl-5-oxo-5,8-dihydro-pyrido[2,3-d]pyrimidine-6-carboxylic acid ethyl ester (from Example 1(Step E), 15 mg, 0.036 mmol). 9.7 mg of 2-(3-dimethylamino-propylamino)-8-indan-5-yl-5-oxo-5,8-dihydro-pyrido[2,3-d]pyrimidine-6-carboxylic acid ethyl ester was obtained as a white solid. 1H NMR (400 MHz, CDCl3) δ (ppm): 9.23 (s, 1H), ...